From a dataset of the Open Reaction Database (ORD), a public repository of structured organic reaction records. describe an organic reaction: reactants, conditions, products, and yield Starting materials: [H-].[Na+] (NaH), ClC1=CC=C(S1)CNC1=CC(N(C=C1)C=1C=CC=2N(C1)C(=C(N2)C2CC2)C)=O (4-(((5-chloro-2-thienyl)methyl)amino)-1-(2-cyclopropyl-3-methylimidazo[1,2-a]pyridin-6-yl)pyridin-2(1H)-one), IC (iodomethane). Run in CN(C)C=O (DMF). Run at temperature 0 celsius, time 10 minute. Product: ClC1=CC=C(S1)CN(C1=CC(N(C=C1)C=1C=CC=2N(C1)C(=C(N2)C2CC2)C)=O)C (4-(((5-Chloro-2-thienyl)methyl)(methyl)amino)-1-(2-cyclopropyl-3-methylimidazo[1,2-a]pyridin-6-yl)pyridin-2(1H)-one). RXN SMILES: [Cl:1][C:2]1[S:6][C:5]([CH2:7][NH:8][C:9]2[CH:14]=[CH:13][N:12]([C:15]3[CH:16]=[CH:17][C:18]4[N:19]([C:21]([CH3:27])=[C:22]([CH:24]5[CH2:26][CH2:25]5)[N:23]=4)[CH:20]=3)[C:11](=[O:28])[CH:10]=2)=[CH:4][CH:3]=1.[H-].[Na+].I[CH3:32]>CN(C=O)C>[Cl:1][C:2]1[S:6][C:5]([CH2:7][N:8]([CH3:32])[C:9]2[CH:14]=[CH:13][N:12]([C:15]3[CH:16]=[CH:17][C:18]4[N:19]([C:21]([CH3:27])=[C:22]([CH:24]5[CH2:26][CH2:25]5)[N:23]=4)[CH:20]=3)[C:11](=[O:28])[CH:10]=2)=[CH:4][CH:3]=1 |f:1.2|. Reported procedure: To a suspension of 4-(((5-chloro-2-thienyl)methyl)amino)-1-(2-cyclopropyl-3-methylimidazo[1,2-a]pyridin-6-yl)pyridin-2(1H)-one (11.5 mg) in DMF (1 ml) was added NaH (60% in oil, 1.7 mg) at 0° C. After the reaction mixture was stirred at 0° C. for 10 min, iodomethane (2.61 μl) was added to the reaction mixture. The mixture was stirred at room temperature for 3 h. The mixture was quenched with water, and extracted with EtOAc. The organic layer was separated, washed with water and brine successivel... Starting materials: CNC1CCC(OCCCCBr)CC1, Cl, O=S(=O)(Cl)c1ccc(F)c(F)c1. Yields the product CN(C1CCC(OCCCCBr)CC1)S(=O)(=O)c1ccc(F)c(F)c1. RXN SMILES: [Br:2][CH2:3][CH2:4][CH2:5][CH2:6][O:7][CH:8]1[CH2:9][CH2:10][CH:11]([NH:14][CH3:15])[CH2:12][CH2:13]1.[ClH:1].[F:16][c:17]1[cH:18][c:19]([S:24](=[O:25])(=[O:26])[Cl:27])[cH:20][cH:21][c:22]1[F:23]>>[Br:2][CH2:3][CH2:4][CH2:5][CH2:6][O:7][CH:8]1[CH2:9][CH2:10][CH:11]([N:14]([CH3:15])[S:24]([c:19]2[cH:18][c:17]([F:16])[c:22]([F:23])[cH:21][cH:20]2)(=[O:25])=[O:26])[CH2:12][CH2:13]1.